This data is from the Open Reaction Database (ORD), a public repository of structured organic reaction records. The task is: describe an organic reaction: reactants, conditions, products, and yield Starting materials: Cl.N[C@H]1[C@@H](CCCC1)O ((1R,2R)-2-aminocyclohexanol hydrochloride), CCN(C(C)C)C(C)C (DIPEA), CNC(C1=NC=CC(=C1)OC1=CC2=C(N=C(O2)S(=O)C)C=C1)=O (N-methyl-4-(2-(methylsulfinyl)benzo[d]oxazol-6-yloxy)picolinamide). Run in CN1CCCC1=O (NMP). Reaction conditions: time 48 hour. Product: O[C@H]1[C@@H](CCCC1)NC=1OC2=C(N1)C=CC(=C2)OC2=CC(=NC=C2)C(=O)NC (4-(2-((1R,2R)-2-hydroxycyclohexylamino)benzo[d]oxazol-6-yloxy)-N-methylpicolinamide). Reaction SMILES: [CH3:1][NH:2][C:3](=[O:23])[C:4]1[CH:9]=[C:8]([O:10][C:11]2[CH:22]=[CH:21][C:14]3[N:15]=[C:16](S(C)=O)[O:17][C:13]=3[CH:12]=2)[CH:7]=[CH:6][N:5]=1.Cl.[NH2:25][C@@H:26]1[CH2:31][CH2:30][CH2:29][CH2:28][C@H:27]1[OH:32].CCN(C(C)C)C(C)C>CN1C(=O)CCC1>[OH:32][C@@H:27]1[CH2:28][CH2:29][CH2:30][CH2:31][C@H:26]1[NH:25][C:16]1[O:17][C:13]2[CH:12]=[C:11]([O:10][C:8]3[CH:7]=[CH:6][N:5]=[C:4]([C:3]([NH:2][CH3:1])=[O:23])[CH:9]=3)[CH:22]=[CH:21][C:14]=2[N:15]=1 |f:1.2|. Procedure details: To the solution of N-methyl-4-(2-(methylsulfinyl)benzo[d]oxazol-6-yloxy)picolinamide (25 mg, 0.075 mmol, 1.0 eq) in 1 mL of NMP was added (1R,2R)-2-aminocyclohexanol hydrochloride (17 mg, 0.112 mmol, 1.5 eq) and DIPEA (40 μL, 0.225 mmol, 3.0 eq) and reaction mixture stirred at room temperature for 48 hours. Thereafter, the product was purified via reverse phase HPLC. LC/MS (m/z) [383.1] (MH+) Reactants: II (iodine), CC1=CC(=NC(=N1)N)NCCCCC (6-Methyl-N4-pentylpyrimidine-2,4-diamine), [OH-].[Na+] (sodium hydroxide). Solvent: C(Cl)Cl (DCM), O (water). Run at time 8 hour. Product: IC=1C(=NC(=NC1C)N)NCCCCC (5-Iodo-6-methyl-N4-pentylpyrimidine-2,4-diamine). Yield: 80.4%. Reaction SMILES: [I:1]I.[CH3:3][C:4]1[N:9]=[C:8]([NH2:10])[N:7]=[C:6]([NH:11][CH2:12][CH2:13][CH2:14][CH2:15][CH3:16])[CH:5]=1.[OH-].[Na+]>C(Cl)Cl.O>[I:1][C:5]1[C:6]([NH:11][CH2:12][CH2:13][CH2:14][CH2:15][CH3:16])=[N:7][C:8]([NH2:10])=[N:9][C:4]=1[CH3:3] |f:2.3|. Procedure: A solution of iodine (11.92 g) in DCM (300 mL) was added to a stirred mixture of the product from step (i) (8.3 g) and sodium hydroxide (3.42 g) in water (200 mL). The reaction mixture was stirred at rt overnight. The organic layer was separated and washed with sodium metabisulfate solution, then brine. The combined organic layers were dried, and the solvent evaporated under reduced pressure. The product was purified by chromatography eluting with DCM:MeOH; 95:5 to give the subtitle compound 11 ... The reactants are [Mg] (magnesium), CN(C)C(C1C(CCCC1)=O)C1=CC=CC=C1 (2-(dimethylaminophenylmethyl)cyclohexanone), ClC1=C(CCl)C(=CC=C1)F (2-chloro-6-fluorobenzyl chloride), Grignard reagent, [Cl-].[NH4+] (ammonium chloride). Solvent: CCOCC (ether), CCOCC (ether), CCOCC (ether). Reaction conditions: time 1 hour. Product: crude base, Cl.ClC1=C(CC2(C(CCCC2)C(C2=CC=CC=C2)N(C)C)O)C(=CC=C1)F (1-(2-chloro-6-fluorobenzyl)-2-(dimethylaminophenylmethyl)cyclohexanol, hydrochloride). The yield is 102.0%. As a reaction SMILES: [Mg].[Cl:2][C:3]1[CH:10]=[CH:9][CH:8]=[C:7]([F:11])[C:4]=1[CH2:5]Cl.[CH3:12][N:13]([CH:15]([C:23]1[CH:28]=[CH:27][CH:26]=[CH:25][CH:24]=1)[CH:16]1[CH2:21][CH2:20][CH2:19][CH2:18][C:17]1=[O:22])[CH3:14].[Cl-].[NH4+]>CCOCC>[ClH:2].[Cl:2][C:3]1[CH:10]=[CH:9][CH:8]=[C:7]([F:11])[C:4]=1[CH2:5][C:17]1([OH:22])[CH2:18][CH2:19][CH2:20][CH2:21][CH:16]1[CH:15]([N:13]([CH3:12])[CH3:14])[C:23]1[CH:24]=[CH:25][CH:26]=[CH:27][CH:28]=1 |f:3.4,6.7|. Procedure: 0.38 g (15.6 mmole) of magnesium turnings was stirred in 10 ml of ether of analysis purity. 2.79 g (15.6 mmole) of 2-chloro-6-fluorobenzyl chloride dissolved in 10 ml of ether were added dropwise so that the reaction mixture boiled gently. After completion of the addition the reaction mixture was stirred for one hour at RT. 3.00 g (13.0 mmole) of the 2-(dimethylaminophenylmethyl)cyclohexanone prepared according to Example 1 were dissolved in 15 ml of ether, added dropwise to the Grignard reagent... Procedure details: The product from Example 52G (0.2 g, 0.6 mmol), 4-cyanophenylboronic acid (0.22 g, 1.5 mmol), bis(triphenylphosphine)palladium dichloride (55 mg, 0.08 mmol), and potassium phosphate (7 mL, 0.2 M in water) were combined in isopropanol (7 mL) and heated at 60-65° C. for 7 hours in a sealed flask. The mixture was filtered through diatomaceous earth, the filtrate was concentrated in vacuo, and then partitioned between MTBE (10 mL) and water (10 mL). The organic layer was separated, washed with aqueo... Reagents/catalysts: Cl[Pd]([P](C1=CC=CC=C1)(C2=CC=CC=C2)C3=CC=CC=C3)([P](C4=CC=CC=C4)(C5=CC=CC=C5)C6=CC=CC=C6)Cl (bis(triphenylphosphine)palladium dichloride). Product: C[C@H]1N(CCC1)CCC=1N=CC2=CC(=CC=C2C1)C1=CC=C(C#N)C=C1 (4-(3-{2-[(2R)-2-methyl-1-pyrrolidinyl]ethyl}-7-isoquinolinyl)benzonitrile). Conditions: temperature 62.5 celsius. Run in C(C)(C)O (isopropanol). Starting materials: BrC1=CC=C2C=C(N=CC2=C1)CCN1[C@@H](CCC1)C (7-bromo-3-{2-[(2R)-2-methyl-1-pyrrolidinyl]ethyl}isoquinoline), C(#N)C1=CC=C(C=C1)B(O)O (4-cyanophenylboronic acid), P(=O)([O-])([O-])[O-].[K+].[K+].[K+] (potassium phosphate). As a reaction SMILES: Br[C:2]1[CH:11]=[C:10]2[C:5]([CH:6]=[C:7]([CH2:12][CH2:13][N:14]3[CH2:18][CH2:17][CH2:16][C@H:15]3[CH3:19])[N:8]=[CH:9]2)=[CH:4][CH:3]=1.[C:20]([C:22]1[CH:27]=[CH:26][C:25](B(O)O)=[CH:24][CH:23]=1)#[N:21].P([O-])([O-])([O-])=O.[K+].[K+].[K+]>C(O)(C)C.Cl[Pd](Cl)([P](C1C=CC=CC=1)(C1C=CC=CC=1)C1C=CC=CC=1)[P](C1C=CC=CC=1)(C1C=CC=CC=1)C1C=CC=CC=1>[CH3:19][C@@H:15]1[CH2:16][CH2:17][CH2:18][N:14]1[CH2:13][CH2:12][C:7]1[N:8]=[CH:9][C:10]2[C:5]([CH:6]=1)=[CH:4][CH:3]=[C:2]([C:25]1[CH:26]=[CH:27][C:22]([C:20]#[N:21])=[CH:23][CH:24]=1)[CH:11]=2 |f:2.3.4.5,^1:45,64|. Reactants: C(=O)(O)[O-].[Na+] (NaHCO3), ice, [OH-].[Na+] (NaOH), COC1=CC=CC=2[C@H]3CCN([C@H]3CCC21)CCCN2CCOCC2 (rac-cis-2,3,3a,4,5,9b-hexahydro-6-methoxy-3-(3-morpholin-4-yl-propyl)-1H-benzo[e]indole). Run in Br (HBr). The product is N1(CCOCC1)CCCN1CC[C@@H]2C3=C(CC[C@H]12)C(=CC=C3)O (rac-cis-2,3,3a,4,5,9b-hexahydro-3-(3-morpholin-4-yl-propyl)-1H-benzo[e]indol-6-ol). Yield: 89.1%. As a reaction SMILES: C[O:2][C:3]1[C:15]2[CH2:14][CH2:13][C@H:12]3[C@H:8]([CH2:9][CH2:10][N:11]3[CH2:16][CH2:17][CH2:18][N:19]3[CH2:24][CH2:23][O:22][CH2:21][CH2:20]3)[C:7]=2[CH:6]=[CH:5][CH:4]=1.[OH-].[Na+].C([O-])(O)=O.[Na+]>Br>[N:19]1([CH2:18][CH2:17][CH2:16][N:11]2[C@@H:12]3[C@@H:8]([C:7]4[CH:6]=[CH:5][CH:4]=[C:3]([OH:2])[C:15]=4[CH2:14][CH2:13]3)[CH2:9][CH2:10]2)[CH2:24][CH2:23][O:22][CH2:21][CH2:20]1 |f:1.2,3.4|. Procedure: 3.75 g (0.01135 mol) of rac-cis-2,3,3a,4,5,9b-hexahydro-6-methoxy-3-(3-morpholin-4-yl-propyl)-1H-benzo[e]indole were dissolved in 0.13 l of 48% aqueous HBr and boiled under reflux for 5 hours. The mixture was poured into an ice-cold aqueous solution of 46.3 g (1.16 mol) of NaOH. After the addition of solid NaHCO3 the mixture was extracted three times with CH2Cl2. The organic phase was washed with saturated aqueous NaHCO3 and NaCl solutions, dried with Na2SO4, filtered and concentrated. By chroma...